From a dataset of the Open Reaction Database (ORD), a public repository of structured organic reaction records. describe an organic reaction: reactants, conditions, products, and yield Reaction SMILES: [Cl:41][CH2:42][Cl:43].[F:1][c:2]1[cH:3][c:4]([CH2:8][N:9]=[C:10]=[O:11])[cH:5][cH:6][cH:7]1.[NH2:12][c:13]1[cH:14][c:15]2[c:16]([NH:33][C:34](=[O:35])[O:36][C:37]([CH3:38])([CH3:39])[CH3:40])[n:17][n:18]([C:26](=[O:27])[O:28][C:29]([CH3:30])([CH3:31])[CH3:32])[c:19]2[c:20]([F:25])[c:21]1[O:22][CH2:23][CH3:24]>>[F:1][c:2]1[cH:3][c:4]([CH2:8][NH:9][C:10](=[O:11])[NH:12][c:13]2[cH:14][c:15]3[c:16]([NH:33][C:34](=[O:35])[O:36][C:37]([CH3:38])([CH3:39])[CH3:40])[n:17][n:18]([C:26](=[O:27])[O:28][C:29]([CH3:30])([CH3:31])[CH3:32])[c:19]3[c:20]([F:25])[c:21]2[O:22][CH2:23][CH3:24])[cH:5][cH:6][cH:7]1. The reactants are ClCCl, O=C=NCc1cccc(F)c1, CCOc1c(N)cc2c(NC(=O)OC(C)(C)C)nn(C(=O)OC(C)(C)C)c2c1F. The product is CCOc1c(NC(=O)NCc2cccc(F)c2)cc2c(NC(=O)OC(C)(C)C)nn(C(=O)OC(C)(C)C)c2c1F. Reactants: CCCCCCCCCCCCC1CC(=O)OC1=O, CON1C(C)(C)CC(N)CC1(C)C. Product: CCCCCCCCCCCCC1CC(=O)N(C2CC(C)(C)N(OC)C(C)(C)C2)C1=O. As a reaction SMILES: [CH2:14]([CH2:15][CH2:16][CH2:17][CH2:18][CH2:19][CH2:20][CH2:21][CH2:22][CH2:23][CH2:24][CH3:25])[CH:26]1[C:27](=[O:28])[O:29][C:30](=[O:32])[CH2:31]1.[CH3:1][O:2][N:3]1[C:4]([CH3:12])([CH3:13])[CH2:5][CH:6]([NH2:11])[CH2:7][C:8]1([CH3:9])[CH3:10]>>[CH3:1][O:2][N:3]1[C:4]([CH3:12])([CH3:13])[CH2:5][CH:6]([N:11]2[C:27](=[O:28])[CH:26]([CH2:14][CH2:15][CH2:16][CH2:17][CH2:18][CH2:19][CH2:20][CH2:21][CH2:22][CH2:23][CH2:24][CH3:25])[CH2:31][C:30]2=[O:29])[CH2:7][C:8]1([CH3:9])[CH3:10]. Reactants: CC(=O)O, CCOC(=O)C(C)c1ccc2c(c1)OCCN2, C1CCOC1, [Na+], [OH-], O. The product is CC(C(=O)O)c1ccc2c(c1)OCCN2. As a reaction SMILES: [C:20]([OH:21])(=[O:22])[CH3:23].[CH2:1]([CH3:2])[O:3][C:4]([CH:5]([CH3:6])[c:7]1[cH:8][c:9]2[c:10]([cH:15][cH:16]1)[NH:11][CH2:12][CH2:13][O:14]2)=[O:17].[CH2:24]1[O:25][CH2:26][CH2:27][CH2:28]1.[Na+:19].[OH-:18].[OH2:29]>>[O:3]=[C:4]([CH:5]([CH3:6])[c:7]1[cH:8][c:9]2[c:10]([cH:15][cH:16]1)[NH:11][CH2:12][CH2:13][O:14]2)[OH:17]. The reactants are CON=C1CCN(C(=O)OC(C)(C)C)C1, CCOC(C)=O, Cl. The product is Cl, CON=C1CCNC1. RXN SMILES: [C:2]([O:3][C:4](=[O:5])[N:9]1[CH2:10][C:11](=[N:14][O:15][CH3:16])[CH2:12][CH2:13]1)([CH3:6])([CH3:7])[CH3:8].[CH3:17][CH2:18][O:19][C:20](=[O:21])[CH3:22].[ClH:1]>>[ClH:1].[NH:9]1[CH2:10][C:11](=[N:14][O:15][CH3:16])[CH2:12][CH2:13]1. Reactants: 11.7, BrCC(=O)C1=CC=C(C=C1)Cl (2-bromo-4'-chloroacetophenone), ClC1=CC=C(OCC(CO)O)C=C1 (1-(p-chlorophenoxy)-2,3-propanediol), C1(=CC=C(C=C1)S(=O)(=O)O)C (p-toluenesulfonic acid). Run in C1=CC=CC=C1 (benzene). Product: BrCC1(OCC(O1)COC1=CC=C(C=C1)Cl)C1=CC=C(C=C1)Cl (bromomethyl-4-(p-chlorophenoxymethyl)-2-(p-chlorophenyl)-1,3-dioxolane). RXN SMILES: [Br:1][CH2:2][C:3]([C:5]1[CH:10]=[CH:9][C:8]([Cl:11])=[CH:7][CH:6]=1)=[O:4].[Cl:12][C:13]1[CH:24]=[CH:23][C:16]([O:17][CH2:18][CH:19]([OH:22])[CH2:20]O)=[CH:15][CH:14]=1.C1(C)C=CC(S(O)(=O)=O)=CC=1>C1C=CC=CC=1>[Br:1][CH2:2][C:3]1([C:5]2[CH:10]=[CH:9][C:8]([Cl:11])=[CH:7][CH:6]=2)[O:22][CH:19]([CH2:18][O:17][C:16]2[CH:15]=[CH:14][C:13]([Cl:12])=[CH:24][CH:23]=2)[CH2:20][O:4]1. Reported procedure: A mixture of 11.7 parts of 2-bromo-4'-chloroacetophenone, 12.2 parts of 1-(p-chlorophenoxy)-2,3-propanediol, 3 parts of p-toluenesulfonic acid and 240 parts of benzene is stirred and refluxed for 20 hours in a four-necked round-bottom flask equipped with a watertrap. The benzene solution is washed successively with a diluted sodium hydroxide solution and with water. The solvent is removed in vacuo. The residue is triturated in methanol. The precipitated product is filtered off (methanol filtrate...